Dataset: the Open Reaction Database (ORD), a public repository of structured organic reaction records. Task: describe an organic reaction: reactants, conditions, products, and yield Reactants: CCO, CCN(CC)CC(=O)N(CC)c1ccc(N)c([N+](=O)[O-])c1. The product is CCN(CC)CC(=O)N(CC)c1ccc(N)c(N)c1. RXN SMILES: [CH3:22][CH2:23][OH:24].[NH2:1][c:2]1[c:3]([N+:19]([O-:20])=[O:21])[cH:4][c:5]([N:8]([C:9]([CH2:10][N:11]([CH2:12][CH3:13])[CH2:14][CH3:15])=[O:16])[CH2:17][CH3:18])[cH:6][cH:7]1>>[NH2:1][c:2]1[c:3]([NH2:19])[cH:4][c:5]([N:8]([C:9]([CH2:10][N:11]([CH2:12][CH3:13])[CH2:14][CH3:15])=[O:16])[CH2:17][CH3:18])[cH:6][cH:7]1. Starting materials: C1COCCO1, COC(=O)Cc1ccnc(-c2ccnc(C)c2)c1, Cl, [Na+], [OH-], O. The product is Cc1cc(-c2cc(CC(=O)O)ccn2)ccn1. Reaction SMILES: [CH2:22]1[O:23][CH2:24][CH2:25][O:26][CH2:27]1.[CH3:1][c:2]1[n:3][cH:4][cH:5][c:6](-[c:8]2[n:9][cH:10][cH:11][c:12]([CH2:14][C:15](=[O:16])[O:17][CH3:18])[cH:13]2)[cH:7]1.[ClH:21].[Na+:20].[OH-:19].[OH2:28]>>[CH3:1][c:2]1[n:3][cH:4][cH:5][c:6](-[c:8]2[n:9][cH:10][cH:11][c:12]([CH2:14][C:15](=[O:16])[OH:17])[cH:13]2)[cH:7]1. The reactants are C=CCN, CO, COC(=O)C1Cc2cc(-c3ccc(C(C)O)cc3)ccc2O1. Product: C=CCNC(=O)C1Cc2cc(-c3ccc(C(C)O)cc3)ccc2O1. Reaction SMILES: [CH2:1]([CH:2]=[CH2:3])[NH2:4].[CH3:27][OH:28].[OH:5][CH:6]([CH3:7])[c:8]1[cH:9][cH:10][c:11](-[c:14]2[cH:15][cH:16][c:17]3[c:18]([cH:26]2)[CH2:19][CH:20]([C:22](=[O:23])[O:24][CH3:25])[O:21]3)[cH:12][cH:13]1>>[CH2:1]([CH:2]=[CH2:3])[NH:4][C:22]([CH:20]1[CH2:19][c:18]2[c:17]([cH:16][cH:15][c:14](-[c:11]3[cH:10][cH:9][c:8]([CH:6]([OH:5])[CH3:7])[cH:13][cH:12]3)[cH:26]2)[O:21]1)=[O:23]. As a reaction SMILES: [CH:16]([N-:17][CH:18]([CH3:19])[CH3:20])([CH3:21])[CH3:22].[CH:24](=[O:25])[O:26][CH2:27][CH3:28].[Li+:23].[O:1]=[C:2]1[CH2:3][CH2:4][N:5]([C:9](=[O:10])[O:11][C:12]([CH3:13])([CH3:14])[CH3:15])[CH2:6][CH2:7][CH2:8]1.[O:29]1[CH2:30][CH2:31][CH2:32][CH2:33]1>>[O:1]=[C:2]1[CH2:3][CH2:4][N:5]([C:9](=[O:10])[O:11][C:12]([CH3:13])([CH3:14])[CH3:15])[CH2:6][CH2:7][CH:8]1[CH:24]=[O:25]. Yields the product CC(C)(C)OC(=O)N1CCC(=O)C(C=O)CC1. Reactants: CC(C)[N-]C(C)C, CCOC=O, [Li+], CC(C)(C)OC(=O)N1CCCC(=O)CC1, C1CCOC1. The reactants are C(C)(=O)NC1CCC(CC1)=O (4-acetamidocyclohexanone), C(C)(=O)NC1CCC=2NC3=C(C=C(C=C3C2C1)F)F (3-(acetamido)-6,8-difluoro-1,2,3,4-tetrahydrocarbazole), Cl.FC1=C(C=CC(=C1)F)NN (2,4-difluorophenylhydrazine hydrochloride), CS(=O)(=O)O (methanesulfonic acid). Solvent: C(C)O (ethyl alcohol). Yields the product C(C)(=O)NC1CCC=2NC3=C(C=C(C=C3C2C1)F)F.C(C(C)C)NC1CCC=2NC3=C(C=C(C=C3C2C1)F)F (3-(Isobutylamino)-6,8-difluoro-1,2,3,4-tetrahydrocarbazole 3-(Acetamido)-6,8-difluoro-1,2,3,4-tetrahydrocarbazole). RXN SMILES: [C:1](NC1CCC(=O)CC1)(=O)C.Cl.[F:13][C:14]1[CH:19]=[C:18]([F:20])[CH:17]=[CH:16][C:15]=1[NH:21]N.CS(O)(=O)=O.[C:28]([NH:31][CH:32]1[CH2:44][C:43]2[C:42]3[C:37](=[C:38]([F:46])[CH:39]=[C:40]([F:45])[CH:41]=3)[NH:36][C:35]=2[CH2:34][CH2:33]1)(=[O:30])[CH3:29]>C(O)C>[C:28]([NH:31][CH:32]1[CH2:44][C:43]2[C:42]3[C:37](=[C:38]([F:46])[CH:39]=[C:40]([F:45])[CH:41]=3)[NH:36][C:35]=2[CH2:34][CH2:33]1)(=[O:30])[CH3:29].[CH2:35]([NH:36][CH:37]1[CH2:38][C:39]2[C:16]3[C:15](=[C:14]([F:13])[CH:19]=[C:18]([F:20])[CH:17]=3)[NH:21][C:40]=2[CH2:41][CH2:42]1)[CH:43]([CH3:44])[CH3:1] |f:1.2,6.7|. Procedure details: A solution of 15.5 g. of 4-acetamidocyclohexanone, 18 g. of 2,4-difluorophenylhydrazine hydrochloride and 10 g. of methanesulfonic acid in 200 ml. of absolute ethyl alcohol was heated under reflux for two hours, cooled, filtered, and the filtrate was evaporated to dryness under reduced pressure. The residual oil was triturated with water and the resulting solid was collected by filtration, triturated with ether, and recrystallized by dissolving in methanol, adding toluene, and evaporating the me...